This data is from the Open Reaction Database (ORD), a public repository of structured organic reaction records. The task is: describe an organic reaction: reactants, conditions, products, and yield Starting materials: C(#N)CSC1=C(C=CC(=C1)F)NC(C)=O (N-(2-Cyanomethylsulfanyl-4-fluoro-phenyl)acetamide), C(C)(=O)O (acetic acid), OO (Hydrogen peroxide), O (water). Reaction conditions: temperature 100 celsius, time 1 hour. Product: C(#N)CS(=O)(=O)C1=C(C=CC(=C1)F)NC(C)=O (N-(2-Cyanomethylsulfonyl-4-fluoro-phenyl)acetamide). Reaction SMILES: [C:1]([CH2:3][S:4][C:5]1[CH:10]=[C:9]([F:11])[CH:8]=[CH:7][C:6]=1[NH:12][C:13](=[O:15])[CH3:14])#[N:2].OO.[OH2:18].C(O)(=[O:21])C>>[C:1]([CH2:3][S:4]([C:5]1[CH:10]=[C:9]([F:11])[CH:8]=[CH:7][C:6]=1[NH:12][C:13](=[O:15])[CH3:14])(=[O:21])=[O:18])#[N:2]. Procedure details: N-(2-Cyanomethylsulfanyl-4-fluoro-phenyl)acetamide (0.43 g) was suspended in glacial acetic acid (2 ml). Hydrogen peroxide (35%, 1 ml) was added and the mixture was stirred at 100° C. for 1 h. Then the mixture was cooled to 0° C. and water (15 ml) was added. After stirring for 10 min a white precipitate was isolated by filtration, washed with water and dried. Recrystallization from 96% ethanol afforded the title compound as white needles, mp 154-157° C.; yield 0.28 g (58%); 1H-NMR (DMSO-d6), δ (... Reactants: example 3g, O[C@@H](CNS(=O)(=O)C1=NC=CC=C1)[C@H](CCCC)NC(O[C@@H](C(C)(C)C)CN1N=C(C=C1)C1=CC=C(C=C1)C(F)(F)F)=O ((1S)-2,2-dimethyl-1-({3-[4-(trifluoromethyl)phenyl]-1H-pyrazol-1-yl}methyl)propyl (1S)-1-{(1S)-1-hydroxy-2-[(2-pyridinylsulfonyl)amino]ethyl}pentylcarbamate), O[C@H](CNS(=O)(=O)C1=NC=CC=C1)[C@H](CCCC)NC(O[C@@H](C(C)(C)C)CN1N=C(C=C1)C1=CC=C(C=C1)C(F)(F)F)=O ((1S)-2,2-dimethyl-1-({3-[4-(trifluoromethyl)phenyl]-1H-pyrazol-1-yl}methyl)propyl (1S)-1-{(1R)-1-hydroxy-2-[(2-pyridinylsulfonyl)amino]ethyl}pentylcarbamate), (3S)-1-(1,3-benzothiazol-2-yl)-4,4-dimethylpyrrolidinyl (1S)-1-{(1S)-1-hydroxy-2-[(2-pyridinylsulfonyl)amino]ethyl}pentylcarbamate, (3S)-1-(1,3-benzothiazol-2-yl)-4,4-dimethylpyrrolidinyl (1S)-1-{(1R)-1-hydroxy-2-[(2-pyridinylsulfonyl)amino]ethyl}pentylcarbamate. Product: N1=C(C=CC=C1)S(=O)(=O)NCC(=O)[C@H](CCCC)NC(O[C@@H](C(C)(C)C)CN1N=C(C=C1)C1=CC=C(C=C1)C(F)(F)F)=O ((1S)-2,2-Dimethyl-1-({3-[4-(trifluoromethyl)phenyl]-1H-pyrazol-1-yl}methyl)propyl (1S)-1-{[(2-pyridinylsulfonyl)amino]acetyl}pentylcarbamate). RXN SMILES: [OH:1][C@H:2]([C@@H:14]([NH:19][C:20](=[O:43])[O:21][C@H:22]([CH2:27][N:28]1[CH:32]=[CH:31][C:30]([C:33]2[CH:38]=[CH:37][C:36]([C:39]([F:42])([F:41])[F:40])=[CH:35][CH:34]=2)=[N:29]1)[C:23]([CH3:26])([CH3:25])[CH3:24])[CH2:15][CH2:16][CH2:17][CH3:18])[CH2:3][NH:4][S:5]([C:8]1[CH:13]=[CH:12][CH:11]=[CH:10][N:9]=1)(=[O:7])=[O:6].O[C@@H]([C@@H](NC(=O)O[C@H](CN1C=CC(C2C=CC(C(F)(F)F)=CC=2)=N1)C(C)(C)C)CCCC)CNS(C1C=CC=CN=1)(=O)=O>>[N:9]1[CH:10]=[CH:11][CH:12]=[CH:13][C:8]=1[S:5]([NH:4][CH2:3][C:2]([C@@H:14]([NH:19][C:20](=[O:43])[O:21][C@H:22]([CH2:27][N:28]1[CH:32]=[CH:31][C:30]([C:33]2[CH:38]=[CH:37][C:36]([C:39]([F:42])([F:40])[F:41])=[CH:35][CH:34]=2)=[N:29]1)[C:23]([CH3:25])([CH3:26])[CH3:24])[CH2:15][CH2:16][CH2:17][CH3:18])=[O:1])(=[O:6])=[O:7]. Reported procedure: (1S)-2,2-Dimethyl-1-({3-[4-(trifluoromethyl)phenyl]-1H-pyrazol-1-yl}methyl)propyl (1S)-1-{[(2-pyridinylsulfonyl)amino]acetyl}pentylcarbamate was prepared as in example 3g (27% yield) except that (3S)-1-(1,3-benzothiazol-2-yl)-4,4-dimethylpyrrolidinyl (1S)-1-{(1S)-1-hydroxy-2-[(2-pyridinylsulfonyl)amino]ethyl}pentylcarbamate & (3S)-1-(1,3-benzothiazol-2-yl)-4,4-dimethylpyrrolidinyl (1S)-1-{(1R)-1-hydroxy-2-[(2-pyridinylsulfonyl)amino]ethyl}pentylcarbamate were substituted for (1S)-2,2-dimethyl-1-... Starting materials: FC(C(=O)NCC(C(=O)OCC)C1=CC=CC=C1)(F)F (α-[[(trifluoroacetyl)amino]methyl]benzeneacetic acid, ethyl ester), C[Al](C)C (AlMe3), C1(=CC=CC=C1)C (toluene), N(C)C (HNMe2). The solvent is C(Cl)Cl (CH2Cl2), C(Cl)Cl (CH2Cl2). Conditions: temperature 20 celsius, time 5 minute. The product is NCC(C(=O)N(C)C)C1=CC=CC=C1 (α-(Aminomethyl)-N,N-dimethylbenzeneacetamide). The yield is 69.4%. RXN SMILES: [NH:1]([CH3:3])[CH3:2].C[Al](C)C.C1(C)C=CC=CC=1.FC(F)(F)C([NH:19][CH2:20][CH:21]([C:27]1[CH:32]=[CH:31][CH:30]=[CH:29][CH:28]=1)[C:22](OCC)=[O:23])=O>C(Cl)Cl>[NH2:19][CH2:20][CH:21]([C:27]1[CH:32]=[CH:31][CH:30]=[CH:29][CH:28]=1)[C:22]([N:1]([CH3:3])[CH3:2])=[O:23]. Procedure details: To a stirred 4° C. CH2Cl2 solution (5 mL) containing HNMe2 (180 mg, 4 mmol) under N2, was added 2M AlMe3 in toluene (2 mL, 4 mmol). The reaction was warmed to 20° C. and stirred for five minutes before adding a CH2Cl2 solution (4 mL) containing α-[[(trifluoroacetyl)amino]methyl]benzeneacetic acid, ethyl ester (600 mg, 2.1 mmol). After two days, the reaction was quenched with 1 N aq. HCl, and extracted 3× with EtOAc. The EtOAc fractions were washed with brine, dried over Na2SO4, and concentrated.... The reactants are OCCOC1=C(C=C(C=C1OC)I)OC (4-(2-hydroxyethoxy)-1-iodo-3,5-dimethoxybenzene), O (Water), N1C=NC=C1 (imidazole), C(C)(C)(C)[Si](C)(C)Cl (t-butylchlorodimethylsilane). The solvent is CN(C=O)C (dimethylformamide). Run at temperature 50 celsius, time 3 hour. Product: O([Si](C)(C)C(C)(C)C)CCOC1=C(C=C(C=C1OC)I)OC (4-[2-(t-butyldimethylsiloxy)-ethoxy]-1-iodo-3,5-dimethoxybenzene). The yield is 95.3%. Reaction SMILES: [OH:1][CH2:2][CH2:3][O:4][C:5]1[C:10]([O:11][CH3:12])=[CH:9][C:8]([I:13])=[CH:7][C:6]=1[O:14][CH3:15].N1C=CN=C1.[C:21]([Si:25](Cl)([CH3:27])[CH3:26])([CH3:24])([CH3:23])[CH3:22].O>CN(C)C=O>[O:1]([CH2:2][CH2:3][O:4][C:5]1[C:6]([O:14][CH3:15])=[CH:7][C:8]([I:13])=[CH:9][C:10]=1[O:11][CH3:12])[Si:25]([C:21]([CH3:24])([CH3:23])[CH3:22])([CH3:27])[CH3:26]. Reported procedure: To a solution of 4-(2-hydroxyethoxy)-1-iodo-3,5-dimethoxybenzene (2.76 g, 8.52 mmol) synthesized by the process shown in Reference Example 5 in dimethylformamide (25 mL) were added imidazole (1.16 g, 17.0 mmol) and t-butylchlorodimethylsilane (1.61 g, 10.7 mmol), and the mixture was stirred at 50° C. for 3 hours. Water was added to the reaction mixture, and the mixture was extracted with ethyl acetate-hexane (1:1). The organic layer was washed with water and brine, dried over anhydrous sodium su... The reactants are ClCCCN1C(COC2=C1C=CC=C2)=O (4-(3-chloropropyl)-4H-benzo[1,4]oxazin-3-one), C(=O)([O-])[O-].[K+].[K+] (K2CO3), [Na+].[I-] (NaI), C(CCC)C1CCNCC1 (4-Butylpiperidine). The solvent is CC#N (MeCN). Run at temperature 60 celsius, time 48 hour. Yields the product C(CCC)C1CCN(CC1)CCCN1C(COC2=C1C=C(C=C2)OC)=O (4-[3-(4-Butylpiperidin-1-yl)propyl]-6-methoxy-4H-benzo[1,4]oxazin-3-one). Reaction SMILES: Cl[CH2:2][CH2:3][CH2:4][N:5]1[C:10]2[CH:11]=[CH:12][CH:13]=[CH:14][C:9]=2[O:8][CH2:7][C:6]1=[O:15].[C:16]([O-:19])([O-])=O.[K+].[K+].[Na+].[I-].[CH2:24]([CH:28]1[CH2:33][CH2:32][NH:31][CH2:30][CH2:29]1)[CH2:25][CH2:26][CH3:27]>CC#N>[CH2:24]([CH:28]1[CH2:33][CH2:32][N:31]([CH2:2][CH2:3][CH2:4][N:5]2[C:10]3[CH:11]=[C:12]([O:19][CH3:16])[CH:13]=[CH:14][C:9]=3[O:8][CH2:7][C:6]2=[O:15])[CH2:30][CH2:29]1)[CH2:25][CH2:26][CH3:27] |f:1.2.3,4.5|. Procedure: A 7 mL vial was charged with 4-(3-chloropropyl)-4H-benzo[1,4]oxazin-3-one (1.0 equiv), K2CO3 (2.0 equiv), NaI (2.0 equiv) and 4-Butylpiperidine (1.05 equiv) in 5 mL dry MeCN and shaken at 60° C. for 48 h. The reaction mixture was evaporated to dryness, diluted with 10 mL H2O, extracted into CH2Cl2 (3×13 mL), and filtered through a PTFF Whatman filter. The combined organic layers were evaporated to dryness and purified by CC (Heptane/EtOAc or CH2Cl2/MeOH) or prep TLC (Heptane/EtOAc or CH2Cl2/MeOH... The reactants are C1CCOC1, COP(C)(=O)OC, [Li]CCCC, COC(=O)CCCCCl. Product: COP(=O)(CC(=O)CCCCCl)OC. As a reaction SMILES: [CH2:22]1[O:23][CH2:24][CH2:25][CH2:26]1.[CH3:1][P:2]([O:3][CH3:4])([O:5][CH3:6])=[O:7].[CH3:8][CH2:9][CH2:10][CH2:11][Li:12].[Cl:13][CH2:14][CH2:15][CH2:16][CH2:17][C:18](=[O:19])[O:20][CH3:21]>>[CH2:1]([P:2]([O:3][CH3:4])([O:5][CH3:6])=[O:7])[C:18]([CH2:17][CH2:16][CH2:15][CH2:14][Cl:13])=[O:19]. The reactants are NC1CC1, [Cl-], ClCCl, CN(C)C=O, Cc1cc2c(cc1C(F)(F)F)NC(=O)CC(c1cccc(-n3nncc3CO)c1)=N2, O=S(Cl)Cl. Product: Cc1cc2c(cc1C(F)(F)F)NC(=O)CC(c1cccc(-n3nncc3CNC3CC3)c1)=N2. As a reaction SMILES: [CH:36]1([NH2:39])[CH2:37][CH2:38]1.[Cl-:35].[Cl:40][CH2:41][Cl:42].[O:43]=[CH:44][N:45]([CH3:46])[CH3:47].[OH:1][CH2:2][c:3]1[cH:4][n:5][n:6][n:7]1-[c:8]1[cH:9][c:10]([C:14]2=[N:15][c:16]3[c:17]([cH:22][c:23]([C:27]([F:28])([F:29])[F:30])[c:24]([CH3:26])[cH:25]3)[NH:18][C:19](=[O:21])[CH2:20]2)[cH:11][cH:12][cH:13]1.[S:31]([Cl:32])([Cl:33])=[O:34]>>[CH2:2]([c:3]1[cH:4][n:5][n:6][n:7]1-[c:8]1[cH:9][c:10]([C:14]2=[N:15][c:16]3[c:17]([cH:22][c:23]([C:27]([F:28])([F:29])[F:30])[c:24]([CH3:26])[cH:25]3)[NH:18][C:19](=[O:21])[CH2:20]2)[cH:11][cH:12][cH:13]1)[NH:39][CH:36]1[CH2:37][CH2:38]1. Starting materials: ClC(Cl)Cl, O=C(O)CCCCCBr, c1ccc(P(c2ccccc2)c2ccccc2)cc1. Yields the product [Br-], O=C(O)CCCCC[P+](c1ccccc1)(c1ccccc1)c1ccccc1. Reaction SMILES: [CH:29]([Cl:30])([Cl:31])[Cl:32].[OH:1][C:2](=[O:3])[CH2:4][CH2:5][CH2:6][CH2:7][CH2:8][Br:9].[c:10]1([P:16]([c:17]2[cH:18][cH:19][cH:20][cH:21][cH:22]2)[c:23]2[cH:24][cH:25][cH:26][cH:27][cH:28]2)[cH:11][cH:12][cH:13][cH:14][cH:15]1>>[Br-:9].[OH:1][C:2](=[O:3])[CH2:4][CH2:5][CH2:6][CH2:7][CH2:8][P+:16]([c:10]1[cH:11][cH:12][cH:13][cH:14][cH:15]1)([c:17]1[cH:18][cH:19][cH:20][cH:21][cH:22]1)[c:23]1[cH:24][cH:25][cH:26][cH:27][cH:28]1. Starting materials: O=C([O-])[O-], ClCc1nc2ccccc2[nH]1, [Cs+], [Cs+], CN(C)C=O, O, c1ccc(C2CCNCC2)nc1. The product is c1ccc(C2CCN(Cc3nc4ccccc4[nH]3)CC2)nc1. RXN SMILES: [C:24](=[O:25])([O-:26])[O-:27].[Cl:13][CH2:14][c:15]1[nH:16][c:17]2[c:18]([n:19]1)[cH:20][cH:21][cH:22][cH:23]2.[Cs+:28].[Cs+:29].[O:31]=[CH:32][N:33]([CH3:34])[CH3:35].[OH2:30].[n:1]1[c:2]([CH:7]2[CH2:8][CH2:9][NH:10][CH2:11][CH2:12]2)[cH:3][cH:4][cH:5][cH:6]1>>[n:1]1[c:2]([CH:7]2[CH2:8][CH2:9][N:10]([CH2:14][c:15]3[n:16][c:17]4[c:18]([nH:19]3)[cH:20][cH:21][cH:22][cH:23]4)[CH2:11][CH2:12]2)[cH:3][cH:4][cH:5][cH:6]1. Reactants: CCC(CO)=C(c1ccc(F)cc1)c1ccc(F)cc1, ClCCl. Product: CCC(C=O)=C(c1ccc(F)cc1)c1ccc(F)cc1. RXN SMILES: [CH2:1]([CH3:2])[C:3]([CH2:4][OH:5])=[C:6]([c:7]1[cH:8][cH:9][c:10]([F:13])[cH:11][cH:12]1)[c:14]1[cH:15][cH:16][c:17]([F:20])[cH:18][cH:19]1.[CH2:21]([Cl:22])[Cl:23]>>[CH2:1]([CH3:2])[C:3]([CH:4]=[O:5])=[C:6]([c:7]1[cH:8][cH:9][c:10]([F:13])[cH:11][cH:12]1)[c:14]1[cH:15][cH:16][c:17]([F:20])[cH:18][cH:19]1.